From a dataset of the Open Reaction Database (ORD), a public repository of structured organic reaction records. describe an organic reaction: reactants, conditions, products, and yield The reactants are Cl.COC(C(N)CO)=O (D,L-Serine methyl ester hydrochloride), ClC=1C=C2C=C(NC2=CC1)C(=O)O (5-chloro-1H-indole-2-carboxylic acid). Yields the product COC(C(CO)NC(=O)C=1NC2=CC=C(C=C2C1)Cl)=O ((±)-[(5-Chloro-1H-indole-2-carbonyl)-amino]-3-hydroxy-propionic acid methyl ester). Reaction SMILES: Cl.[CH3:2][O:3][C:4](=[O:9])[CH:5]([CH2:7][OH:8])[NH2:6].[Cl:10][C:11]1[CH:12]=[C:13]2[C:17](=[CH:18][CH:19]=1)[NH:16][C:15]([C:20](O)=[O:21])=[CH:14]2>>[CH3:2][O:3][C:4](=[O:9])[CH:5]([NH:6][C:20]([C:15]1[NH:16][C:17]2[C:13]([CH:14]=1)=[CH:12][C:11]([Cl:10])=[CH:19][CH:18]=2)=[O:21])[CH2:7][OH:8] |f:0.1|. Procedure details: D,L-Serine methyl ester hydrochloride (2.1 mmol) and 5-chloro-1H-indole-2-carboxylic acid (2.0 mmol) were coupled according to Procedure A (0-25° C. reaction temperature, washed with acid first then with saturated NaHCO3) and the product purified by chromatography on silica gel eluted with 10, 20, 40 and 60% ethyl acetate in hexanes: Yield 565 mg, 95%; HPLC (60/40) 3.46 minutes (98%); mp 153-155 ° C.; TSPMS 297/299 (MH+, 100/40%); Reactants: BrCc1ccc(Br)cc1, CO, [Na]. Product: COCc1ccc(Br)cc1. As a reaction SMILES: [Br:1][c:2]1[cH:3][cH:4][c:5]([CH2:6][Br:7])[cH:8][cH:9]1.[CH3:11][OH:12].[Na:10]>>[Br:1][c:2]1[cH:3][cH:4][c:5]([CH2:6][O:12][CH3:11])[cH:8][cH:9]1. Reactants: steel, C1(=CC(O)=CC(CCCCC)=C1)O (Olivetol), [OH-].[NH4+] (ammonium hydroxide), [Cl-].[NH4+] (ammonium chloride), S([O-])(O)=O.[Na+] (sodium bisulfite), Cl (Hydrochloric acid). Solvent: C(C)(=O)OCC (ethyl acetate). Yields the product OC=1C=C(N)C=C(C1)CCCCC (3-Hydroxy-5-pentylaniline). As a reaction SMILES: [C:1]1([OH:13])[CH:12]=[C:6]([CH2:7][CH2:8][CH2:9][CH2:10][CH3:11])[CH:5]=[C:3](O)[CH:2]=1.[Cl-].[NH4+:15].S(=O)(O)[O-].[Na+].[OH-].[NH4+].Cl>C(OCC)(=O)C>[OH:13][C:1]1[CH:2]=[C:3]([CH:5]=[C:6]([CH2:7][CH2:8][CH2:9][CH2:10][CH3:11])[CH:12]=1)[NH2:15] |f:1.2,3.4,5.6|. Reported procedure: Olivetol (1.8 g., 0.01 M), ammonium chloride (2.65 g., 0.05 M), sodium bisulfite (5.2 g., 0.05 M) and ammonium hydroxide (12.5 ml.) are combined and heated in a steel bomb at 230° C. for a half-hour. The bomb is then cooled, the contents dissolved in ethyl acetate (350 ml.). Hydrochloric acid (300 ml. of 10%) is added, the mixture stirred and then the organic layer separated. The extraction is repeated two more times. The aqueous acid solution is neutralized with 6 N sodium hydroxide and then ex... Reactants: BrC=1C(=CC2=C(C=3N(CCO2)C=C(N3)C(=O)N)C1)F (10-bromo-9-fluoro-5,6-dihydrobenzo[f]imidazo[1,2-d][1,4]oxazepine-2-carboxamide), CN1C(=NC=C1)C(C)(C#C)O (2-(1-methyl-1H-imidazol-2-yl)but-3-yn-2-ol). Yields the product FC1=CC2=C(C=3N(CCO2)C=C(N3)C(=O)N)C=C1C#CC(C)(C=1N(C=CN1)C)O ((±)-9-fluoro-10-(3-hydroxy-3-(1-methyl-1H-imidazol-2-yl)but-1-yn-1-yl)-5,6-dihydrobenzo[f]imidazo[1,2-d][1,4]oxazepine-2-carboxamide). The yield is 16.0%. Reaction SMILES: Br[C:2]1[C:3]([F:19])=[CH:4][C:5]2[O:11][CH2:10][CH2:9][N:8]3[CH:12]=[C:13]([C:15]([NH2:17])=[O:16])[N:14]=[C:7]3[C:6]=2[CH:18]=1.[CH3:20][N:21]1[CH:25]=[CH:24][N:23]=[C:22]1[C:26]([OH:30])([C:28]#[CH:29])[CH3:27]>>[F:19][C:3]1[C:2]([C:29]#[C:28][C:26]([OH:30])([C:22]2[N:21]([CH3:20])[CH:25]=[CH:24][N:23]=2)[CH3:27])=[CH:18][C:6]2[C:7]3[N:8]([CH:12]=[C:13]([C:15]([NH2:17])=[O:16])[N:14]=3)[CH2:9][CH2:10][O:11][C:5]=2[CH:4]=1. Procedure: Similar to as described in General Procedure G 10-bromo-9-fluoro-5,6-dihydrobenzo[f]imidazo[1,2-d][1,4]oxazepine-2-carboxamide was reacted with 2-(1-methyl-1H-imidazol-2-yl)but-3-yn-2-ol to give the titled compound as an off-white solid (22 mg, 16%). Reactants: NC1=NNC(=C1C#N)C (3-amino-4-cyano-5-methylpyrazole), ClC1=C(C=C(C=C1)Cl)C(C=CN(C)C)=O (2',5'-dichloro-3-dimethylaminoacrylophenone). The solvent is C(C)(=O)O (acetic acid). Yields the product ClC1=C(C=C(C=C1)Cl)C1=CC=NC=2N1N=C(C2C#N)C (7-(2,5-dichlorophenyl)-2-methylpyrazolo[1,5-a]pyrimidine-3-carbonitrile). Isolated yield 70.3%. RXN SMILES: [NH2:1][C:2]1[C:6]([C:7]#[N:8])=[C:5]([CH3:9])[NH:4][N:3]=1.[Cl:10][C:11]1[CH:16]=[CH:15][C:14]([Cl:17])=[CH:13][C:12]=1[C:18](=O)[CH:19]=[CH:20]N(C)C>C(O)(=O)C>[Cl:10][C:11]1[CH:16]=[CH:15][C:14]([Cl:17])=[CH:13][C:12]=1[C:18]1[N:3]2[N:4]=[C:5]([CH3:9])[C:6]([C:7]#[N:8])=[C:2]2[N:1]=[CH:20][CH:19]=1. Procedure details: A mixture of 12.2 g of 3-amino-4-cyano-5-methylpyrazole and 24.4 g of 2',5'-dichloro-3-dimethylaminoacrylophenone in 250 ml of glacial acetic acid was heated on a steam bath for 4 hours. The mixture was cooled and filtered and gave 21.28 g of 7-(2,5-dichlorophenyl)-2-methylpyrazolo[1,5-a]pyrimidine-3-carbonitrile as off-white crystals. The reactants are [BH4-], COC(=O)C(CC1CC1)NC(=O)OC(C)(C)C, CO, [Na+], O. Product: CC(C)(C)OC(=O)NC(CO)CC1CC1. As a reaction SMILES: [BH4-:1].[C:3]([CH3:4])([CH3:5])([CH3:6])[O:7][C:8](=[O:9])[NH:10][CH:11]([C:12](=[O:13])[O:14][CH3:15])[CH2:16][CH:17]1[CH2:18][CH2:19]1.[CH3:21][OH:22].[Na+:2].[OH2:20]>>[C:3]([CH3:4])([CH3:5])([CH3:6])[O:7][C:8](=[O:9])[NH:10][CH:11]([CH2:12][OH:13])[CH2:16][CH:17]1[CH2:18][CH2:19]1.